This data is from the Open Reaction Database (ORD), a public repository of structured organic reaction records. The task is: describe an organic reaction: reactants, conditions, products, and yield Reactants: BrC=1C=C2C(=CNC2=C(C1)C(=O)OCC)CC1CS(CCC1)(=O)=O (ethyl 5-bromo-3-((1,1-dioxo-tetrahydro-2H-thiopyran-3-yl)methyl)-1H-indole-7-carboxylate), [Li+].[OH-] (LiOH). Solvent: CO (MeOH). The product is BrC=1C=C2C(=CNC2=C(C1)C(=O)O)CC1CS(CCC1)(=O)=O (5-Bromo-3-[(1,1-dioxidotetrahydro-2H-thiopyran-3-yl)methyl]-1H-indole-7-carboxylic acid). Reaction SMILES: [Br:1][C:2]1[CH:3]=[C:4]2[C:8](=[C:9]([C:11]([O:13]CC)=[O:12])[CH:10]=1)[NH:7][CH:6]=[C:5]2[CH2:16][CH:17]1[CH2:22][CH2:21][CH2:20][S:19](=[O:24])(=[O:23])[CH2:18]1.[Li+].[OH-]>CO>[Br:1][C:2]1[CH:3]=[C:4]2[C:8](=[C:9]([C:11]([OH:13])=[O:12])[CH:10]=1)[NH:7][CH:6]=[C:5]2[CH2:16][CH:17]1[CH2:22][CH2:21][CH2:20][S:19](=[O:23])(=[O:24])[CH2:18]1 |f:1.2|. Reported procedure: A mixture of ethyl 5-bromo-3-((1,1-dioxo-tetrahydro-2H-thiopyran-3-yl)methyl)-1H-indole-7-carboxylate (1.42 g, 0.034 mol) and LiOH (3.4 mL, 3 M) in MeOH (50 mL) was heated at reflux for one hour. The solvent was evaporated, and the mixture was acidified with 1N HCl and extracted with EtOAc (3×100 mL). The organic layer was dried, filtered and concentrated under reduced pressure, 1.30 (98.5%) of the title compound, which was carried on as is for the next step without further purification. Yields the product CC1=C(C=C(C=C1)C)[C@H](C)NCCC1(CCC2(OCC(CO2)(C)C)CC1)O (9-{2-[(S)-1-(2,5-Dimethyl-phenyl)-ethylamino]-ethyl}-3,3-dimethyl-1,5-dioxa-spiro[5.5]undecan-9-ol). The reactants are OC1(CCC2(OCC(CO2)(C)C)CC1)CC=O ((9-hydroxy-3,3-dimethyl-1,5-dioxa-spiro[5.5]undec-9-yl)-acetaldehyde), CC1=C(C=C(C=C1)C)[C@H](C)N ((S)-1-(2,5-dimethyl-phenyl)-ethylamine), Intermediate 2. RXN SMILES: [OH:1][C:2]1([CH2:15][CH:16]=O)[CH2:14][CH2:13][C:5]2([O:10][CH2:9][C:8]([CH3:12])([CH3:11])[CH2:7][O:6]2)[CH2:4][CH2:3]1.[CH3:18][C:19]1[CH:24]=[CH:23][C:22]([CH3:25])=[CH:21][C:20]=1[C@@H:26]([NH2:28])[CH3:27]>>[CH3:18][C:19]1[CH:24]=[CH:23][C:22]([CH3:25])=[CH:21][C:20]=1[C@@H:26]([NH:28][CH2:16][CH2:15][C:2]1([OH:1])[CH2:3][CH2:4][C:5]2([O:6][CH2:7][C:8]([CH3:12])([CH3:11])[CH2:9][O:10]2)[CH2:13][CH2:14]1)[CH3:27]. Procedure: The title compound is prepared from (9-hydroxy-3,3-dimethyl-1,5-dioxa-spiro[5.5]undec-9-yl)-acetaldehyde and (S)-1-(2,5-dimethyl-phenyl)-ethylamine following a procedure analogous to that described in Step 3 of Intermediate 2. Yield: 77% of theory; LC (method 5): tR=1.12 min; Mass spectrum (ESI+): m/z=376 [M+H]+. Isolated yield 77.0%. The reactants are C(CCCCCCCCCCC)C=1N=NN(N1)C(C(=O)O)(C)C (5-dodecyl-α,α-dimethyl-2H-tetrazole-2-acetic acid), C(C)(C)C1=C(N)C(=CC=C1)C(C)C (2,6-diisopropylaniline), C(CCCCCCCCC)C=1N=NN(N1)CC(=O)O (5-decyl-2H-tetrazole-2-acetic acid), COC1=C(N)C(=CC(=C1)OC)OC (2,4,6-trimethoxyaniline). Yields the product C(CCCCCCCCCCC)C=1N=NN(N1)C(C(=O)NC1=C(C=C(C=C1OC)OC)OC)(C)C (5-dodecyl-α,α-dimethyl-N-(2,4,6-trimethoxyphenyl)-2H-tetrazole-2-acetamide). RXN SMILES: [CH2:1]([C:13]1[N:14]=[N:15][N:16]([C:18]([CH3:23])([CH3:22])[C:19]([OH:21])=O)[N:17]=1)[CH2:2][CH2:3][CH2:4][CH2:5][CH2:6][CH2:7][CH2:8][CH2:9][CH2:10][CH2:11][CH3:12].C(C1N=NN(CC(O)=O)N=1)CCCCCCCCC.[CH3:43][O:44][C:45]1[CH:51]=[C:50]([O:52][CH3:53])[CH:49]=[C:48]([O:54][CH3:55])[C:46]=1[NH2:47].C(C1C=CC=C(C(C)C)C=1N)(C)C>>[CH2:1]([C:13]1[N:14]=[N:15][N:16]([C:18]([CH3:23])([CH3:22])[C:19]([NH:47][C:46]2[C:48]([O:54][CH3:55])=[CH:49][C:50]([O:52][CH3:53])=[CH:51][C:45]=2[O:44][CH3:43])=[O:21])[N:17]=1)[CH2:2][CH2:3][CH2:4][CH2:5][CH2:6][CH2:7][CH2:8][CH2:9][CH2:10][CH2:11][CH3:12]. Procedure details: When in the general procedure of Example 88 an appropriate amount of 5-dodecyl-α,α-dimethyl-2H-tetrazole-2-acetic acid was substituted for 5-decyl-2H-tetrazole-2-acetic acid and 2,4,6-trimethoxyaniline was substituted for 2,6-diisopropylaniline, the title compound was obtained. Starting materials: BrC1=CC(=NC2=C(C=C(C=C12)O)Cl)C1=CC(=C(C=C1)O)F (4-Bromo-8-chloro-2-(3-fluoro-4-hydroxyphenyl)quinolin-6-ol), C[Si](C)(C)C#C[Sn](CCCC)(CCCC)CCCC ((trimethylsilylethynyl)tributyltin). Product: ClC=1C=C(C=C2C(=CC(=NC12)C1=CC(=C(C=C1)O)F)C#C)O (8-Chloro-4-ethynyl-2-(3-fluoro-4-hydroxyphenyl)quinolin-6-ol). Isolated yield 73.0%. RXN SMILES: Br[C:2]1[C:11]2[C:6](=[C:7]([Cl:13])[CH:8]=[C:9]([OH:12])[CH:10]=2)[N:5]=[C:4]([C:14]2[CH:19]=[CH:18][C:17]([OH:20])=[C:16]([F:21])[CH:15]=2)[CH:3]=1.C[Si]([C:26]#[C:27][Sn](CCCC)(CCCC)CCCC)(C)C>>[Cl:13][C:7]1[CH:8]=[C:9]([OH:12])[CH:10]=[C:11]2[C:6]=1[N:5]=[C:4]([C:14]1[CH:19]=[CH:18][C:17]([OH:20])=[C:16]([F:21])[CH:15]=1)[CH:3]=[C:2]2[C:26]#[CH:27]. Procedure: This compound was prepared from 45a following a combination of method J using (trimethylsilylethynyl)tributyltin and method L. Yellow solid; Yield: 73%; mp 210° C. (dec.); 1H-NMR (400 MHz, DMSO-d6) δ 5.06 (s, 1H), 7.09 (dd, J=8.9, 8.8 Hz, 1H), 7.45 (d, J=2.6 Hz, 1H), 7.56 (d, J=2.6 Hz, 1H), 8.00 (dd, J=8.5, 1.7 Hz, 1H), 8.12 (dd, J=12.9, 2.2 Hz, 1H), 8.26 (s, 1H), 10.34 (s, 1H), 10.60 (s, 1H); 19F-NMR (400 MHz, DMSO-d6) δ −136.30 (dd, J=13.2, 9.3 Hz); MS (ESI) m/z 312/314 ([M−H]−), 314/316 ([M+H...